The task is: describe an organic reaction: reactants, conditions, products, and yield. This data is from the Open Reaction Database (ORD), a public repository of structured organic reaction records. Reactants: C(C1=CC=CC=C1)OCCCCC1(OCC(CCC1)O)C (2-(4'-benzyloxybutyl)-2-methyloxepane-6-ol). The reagents and catalysts are N1=CC=CC=C1.[O-2].[O-2].[O-2].[Cr+6] (pyridine chromium trioxide). The solvent is C(Cl)Cl (methylene chloride), C(Cl)Cl (methylene chloride). Run at time 2 hour. The product is C(C1=CC=CC=C1)OCCCCC1(OCC(CCC1)=O)C (2-(4'-Benzyloxybutyl)-2-methyl-oxepan-6-one). Yield: 101.6%. RXN SMILES: [CH2:1]([O:8][CH2:9][CH2:10][CH2:11][CH2:12][C:13]1([CH3:21])[CH2:19][CH2:18][CH2:17][CH:16]([OH:20])[CH2:15][O:14]1)[C:2]1[CH:7]=[CH:6][CH:5]=[CH:4][CH:3]=1>C(Cl)Cl.N1C=CC=CC=1.[O-2].[O-2].[O-2].[Cr+6]>[CH2:1]([O:8][CH2:9][CH2:10][CH2:11][CH2:12][C:13]1([CH3:21])[CH2:19][CH2:18][CH2:17][C:16](=[O:20])[CH2:15][O:14]1)[C:2]1[CH:3]=[CH:4][CH:5]=[CH:6][CH:7]=1 |f:2.3.4.5.6|. Procedure: Dry celite (50 g) and 2-(4'-benzyloxybutyl)-2-methyloxepane-6-ol (6.9 g, 0.02 mol) in methylene chloride are added to a pyridine-chromium trioxide solution [prepared from pyridine (22.4 g, 0.284 mol) and chouromium trioxide (14.2 g, 0.142 mol)] in dry methylene chloride (800 ml) at 10° C. in a nitrogen atmosphere. After 2 hours of stirring the mixture is filtered and the celite cake is washed with methylene chloride (10×50 ml). The solvent is removed at reduced pressure. The residue is diluted w... The reactants are C(C)O (ethanol), C(C)(C)(C)OC(=O)N1C[C@H](CC1)N(C1=CC=C(C=C1)C(=O)OCC)C1=CC(=C(C=C1)F)Cl (3(S)-[(3-chloro-4-fluorophenyl)-(4-ethoxycarbonylphenyl)amino]pyrrolidine-1-carboxylic acid tert-butyl ester), ClCCl (Dichloromethane), [OH-].[Na+] (sodium hydroxide). Solvent: C(C)(=O)O (acetic acid). Run at time 15 hour. The product is C(C)(C)(C)OC(=O)N1C[C@H](CC1)N(C1=CC(=C(C=C1)F)Cl)C1=CC=C(C=C1)C(=O)O (3(S)-[(4-carboxyphenyl)-(3-chloro-4-fluorophenyl)amino]pyrrolidine-1-carboxylic acid tert-butyl ester). Isolated yield 93.2%. RXN SMILES: C(O)C.[C:4]([O:8][C:9]([N:11]1[CH2:15][CH2:14][C@H:13]([N:16]([C:28]2[CH:33]=[CH:32][C:31]([F:34])=[C:30]([Cl:35])[CH:29]=2)[C:17]2[CH:22]=[CH:21][C:20]([C:23]([O:25]CC)=[O:24])=[CH:19][CH:18]=2)[CH2:12]1)=[O:10])([CH3:7])([CH3:6])[CH3:5].[OH-].[Na+].ClCCl>C(O)(=O)C>[C:4]([O:8][C:9]([N:11]1[CH2:15][CH2:14][C@H:13]([N:16]([C:17]2[CH:18]=[CH:19][C:20]([C:23]([OH:25])=[O:24])=[CH:21][CH:22]=2)[C:28]2[CH:33]=[CH:32][C:31]([F:34])=[C:30]([Cl:35])[CH:29]=2)[CH2:12]1)=[O:10])([CH3:7])([CH3:5])[CH3:6] |f:2.3|. Reported procedure: To an ethanol solution containing 1.7 g of 3(S)-[(3-chloro-4-fluorophenyl)-(4-ethoxycarbonylphenyl)amino]pyrrolidine-1-carboxylic acid tert-butyl ester (3.7 mmol) was added 6 ml of a 5 N sodium hydroxide solution, followed by stirring at room temperature for 15 hours. Dichloromethane and acetic acid were added to the reaction solution to make the reaction solution acidic. After washing with water three times and with an aqueous saturated sodium hydrogencarbonate solution once, the solvent was di... Reactants: COCCCN1CCOc2ccc(COC3CN(S(=O)(=O)c4ccc(C)cc4)C(CC(C)O)CC3c3ccc(OC)cc3)cc21, CN(C)C(=O)Cl, [KH], C1CCOC1, O. The product is COCCCN1CCOc2ccc(COC3CN(S(=O)(=O)c4ccc(C)cc4)C(CC(C)OC(=O)N(C)C)CC3c3ccc(OC)cc3)cc21. Reaction SMILES: [CH3:1][O:2][c:3]1[cH:4][cH:5][c:6]([CH:9]2[CH2:10][CH:11]([CH2:42][CH:43]([CH3:44])[OH:45])[N:12]([S:32](=[O:33])(=[O:34])[c:35]3[cH:36][cH:37][c:38]([CH3:41])[cH:39][cH:40]3)[CH2:13][CH:14]2[O:15][CH2:16][c:17]2[cH:18][cH:19][c:20]3[c:21]([cH:31]2)[N:22]([CH2:26][CH2:27][CH2:28][O:29][CH3:30])[CH2:23][CH2:24][O:25]3)[cH:7][cH:8]1.[CH3:47][N:48]([C:49](=[O:50])[Cl:51])[CH3:52].[KH:46].[O:53]1[CH2:54][CH2:55][CH2:56][CH2:57]1.[OH2:58]>>[CH3:1][O:2][c:3]1[cH:4][cH:5][c:6]([CH:9]2[CH2:10][CH:11]([CH2:42][CH:43]([CH3:44])[O:45][C:49]([N:48]([CH3:47])[CH3:52])=[O:50])[N:12]([S:32](=[O:33])(=[O:34])[c:35]3[cH:36][cH:37][c:38]([CH3:41])[cH:39][cH:40]3)[CH2:13][CH:14]2[O:15][CH2:16][c:17]2[cH:18][cH:19][c:20]3[c:21]([cH:31]2)[N:22]([CH2:26][CH2:27][CH2:28][O:29][CH3:30])[CH2:23][CH2:24][O:25]3)[cH:7][cH:8]1. The reactants are O.O.O.[N+](=O)([O-])[O-].[Pd+2].[N+](=O)([O-])[O-] (Palladium (II) nitrate trihydrate), [O-2].[O-2].[O-2].[Al+3].[Al+3] (gamma-alumina). Run in O (water). Product: [Pd].[N+](=O)([O-])[O-].[O-2].[O-2].[O-2].[Al+3].[Al+3] (Pd nitrate gamma-alumina). As a reaction SMILES: [OH2:1].O.O.[N+:4]([O-:7])([O-:6])=[O:5].[Pd+2:8].[N+]([O-])([O-])=[O:10].[O-2].[O-2].[O-2].[Al+3:16].[Al+3]>O>[Pd:8].[N+:4]([O-:7])([O-:6])=[O:5].[O-2:10].[O-2:1].[O-2:5].[Al+3:16].[Al+3:16] |f:0.1.2.3.4.5,6.7.8.9.10,12.13.14.15.16.17.18|. Procedure: Palladium (II) nitrate trihydrate (0.270 g) was dissolved in water (21.0 ml) and added to gamma-alumina (5.0 g, from calcination of Catapal SB boehmite alumina in air at 580° C.) with stirring. Water was slowly removed in vacuo keeping the catalyst temperature about 55° C. and the catalyst was then dried further at 100° C. for 12 hours. The reactants are FC(C(=O)O)(F)F (trifluoroacetic acid), C(C)(=O)OC1=CC2=C(N=C(O2)C)C=C1 (2-methyl-1,3-benzoxazol-6-yl acetate), C(O)([O-])=O.[Na+] (Sodium hydrogen carbonate). Solvent: O1CCCC1 (tetrahydrofuran). The product is C(C)(=O)OC1=CC(=C(C=C1)NC(C)=O)O (4-(acetylamino)-3-hydroxyphenyl acetate). RXN SMILES: [C:1]([O:4][C:5]1[CH:14]=[CH:13][C:8]2[N:9]=[C:10]([CH3:12])[O:11][C:7]=2[CH:6]=1)(=[O:3])[CH3:2].FC(F)(F)C(O)=[O:18].C(=O)([O-])O.[Na+]>O1CCCC1>[C:1]([O:4][C:5]1[CH:14]=[CH:13][C:8]([NH:9][C:10](=[O:18])[CH3:12])=[C:7]([OH:11])[CH:6]=1)(=[O:3])[CH3:2] |f:2.3|. Procedure: 2-methyl-1,3-benzoxazol-6-yl acetate (8.1 g, 42.3 mmol) was dissolved in tetrahydrofuran (60 mL), and trifluoroacetic acid (4 mL, 53.2 mmol) was added. The light brown solution was stirred over night at room temperature. Sodium hydrogen carbonate (aq, sat) was added, and the solution was extracted twice with ethyl acetate. The combined organic layers were concentrated to the titled compound (8.0 g, 91%) as a beige solid. The reactants are O=C(n1ccnc1)n1ccnc1, O=C(O)COc1ccc(OCc2ccccc2)cc1, C1CCOC1, NCCCn1ccnc1. The product is O=C(COc1ccc(OCc2ccccc2)cc1)NCCCn1ccnc1. Reaction SMILES: [C:1]([n:2]1[cH:3][cH:4][n:5][cH:6]1)([n:7]1[cH:8][cH:9][n:10][cH:11]1)=[O:12].[CH2:13]([c:14]1[cH:15][cH:16][cH:17][cH:18][cH:19]1)[O:20][c:21]1[cH:22][cH:23][c:24]([O:25][CH2:26][C:27](=[O:28])[OH:29])[cH:30][cH:31]1.[CH2:41]1[O:42][CH2:43][CH2:44][CH2:45]1.[NH2:32][CH2:33][CH2:34][CH2:35][n:36]1[cH:37][n:38][cH:39][cH:40]1>>[CH2:13]([c:14]1[cH:15][cH:16][cH:17][cH:18][cH:19]1)[O:20][c:21]1[cH:22][cH:23][c:24]([O:25][CH2:26][C:27](=[O:29])[NH:32][CH2:33][CH2:34][CH2:35][n:36]2[cH:37][n:38][cH:39][cH:40]2)[cH:30][cH:31]1. Starting materials: C(C)(=O)C1(CCNCC1)C1=CC=CC=C1 (4-acetyl-4-phenylpiperidine), ClCCCC1=NOC2=C1C=CC(=C2)F (3-(3-chloropropyl)-6-fluoro-1,2-benzisoxazole), C([O-])([O-])=O.[K+].[K+] (potassium carbonate), [I-].[K+] (potassium iodide). The solvent is CN(C=O)C (dimethylformamide). Conditions: temperature 80 celsius, time 2 hour. Yields the product Cl.C(C)(=O)C1(CCN(CC1)CCCC1=NOC2=C1C=CC(=C2)F)C2=CC=CC=C2 (4-Acetyl-1-[3-(6-fluoro-1,2-benzisoxazol-3-yl)propyl]-4-phenylpiperidine hydrochloride). Isolated yield 66.1%. Reaction SMILES: [C:1]([C:4]1([C:10]2[CH:15]=[CH:14][CH:13]=[CH:12][CH:11]=2)[CH2:9][CH2:8][NH:7][CH2:6][CH2:5]1)(=[O:3])[CH3:2].[Cl:16][CH2:17][CH2:18][CH2:19][C:20]1[C:24]2[CH:25]=[CH:26][C:27]([F:29])=[CH:28][C:23]=2[O:22][N:21]=1.C(=O)([O-])[O-].[K+].[K+].[I-].[K+]>CN(C)C=O>[ClH:16].[C:1]([C:4]1([C:10]2[CH:15]=[CH:14][CH:13]=[CH:12][CH:11]=2)[CH2:5][CH2:6][N:7]([CH2:17][CH2:18][CH2:19][C:20]2[C:24]3[CH:25]=[CH:26][C:27]([F:29])=[CH:28][C:23]=3[O:22][N:21]=2)[CH2:8][CH2:9]1)(=[O:3])[CH3:2] |f:2.3.4,5.6,8.9|. Procedure: To 35 ml of dimethylformamide was added 4.06 g of 4-acetyl-4-phenylpiperidine, 5.0 g of 3-(3-chloropropyl)-6-fluoro-1,2-benzisoxazole, 10 g of milled anhydrous potassium carbonate, and a few crystals of potassium iodide. After stirring at 80° C. for two hrs, the mixture was filtered. The filtrate was evaporated and the residue was stirred with 100 ml of water and then extracted into ether. The ether solution was washed with water (2x), saturated sodium chloride solution and dried over anhydrous ... Starting materials: CS(=O)(=O)O (methanesulphonic acid), CN(C1C(C2OC2(CC2OC(C(C2C2OC(C1=C2)=O)C)=O)C)O)C (12-dimethylamino-11-hydroxy-3,8-dimethyl-5,9,15-trioxatetracyclo[11.2.1.02,6.08,10]hexadec-13(16)-ene-4,14-dione). Solvent: CC(=O)C (acetone). Product: CS(=O)(=O)[O-].OC1C2OC2(CC2OC(C(C2C2OC(C(C1[NH+](C)C)=C2)=O)C)=O)C (11-hydroxy-3,8-dimethyl-4,14-dioxo-5,9,15-trioxatetracyclo[11.2.1.02,6.08,10]hexadec-13(16)-ene-12-yl(dimethyl)ammonium methanesulphonate). Yield: 55.4%. As a reaction SMILES: [CH3:1][S:2]([OH:5])(=[O:4])=[O:3].[CH3:6][N:7]([CH3:29])[CH:8]1[C:22]2=[CH:23][CH:19]([O:20][C:21]2=[O:24])[CH:18]2[CH:14]([O:15][C:16](=[O:26])[CH:17]2[CH3:25])[CH2:13][C:12]2([CH3:27])[CH:10]([O:11]2)[CH:9]1[OH:28]>CC(C)=O>[CH3:1][S:2]([O-:5])(=[O:4])=[O:3].[OH:28][CH:9]1[CH:8]([NH+:7]([CH3:6])[CH3:29])[C:22]2=[CH:23][CH:19]([O:20][C:21]2=[O:24])[CH:18]2[CH:14]([O:15][C:16](=[O:26])[CH:17]2[CH3:25])[CH2:13][C:12]2([CH3:27])[CH:10]1[O:11]2 |f:3.4|. Reported procedure: A solution of methanesulphonic acid (0.1 mmol; 1 ml; 0.1N in acetone) is added to a solution of the compound of Example 5 (0.1 mmol; 34 mg) in acetone (2 ml). The precipitate is filtered, washed with acetone and dried under reduced pressure. 24 mg of the expected product is obtained in the form of a white powder. Melting point: 220° C.